This data is from the Open Reaction Database (ORD), a public repository of structured organic reaction records. The task is: describe an organic reaction: reactants, conditions, products, and yield The reactants are [OH-].[Na+] (sodium hydroxide), ClC=1C(=C(N(C1Cl)CC#C)C1=CC(=C(C=C1)Cl)Cl)C#N (4,5-dichloro-2-(3,4-dichlorophenyl)-1-(2-propynyl)pyrrole-3-carbonitrile), II (iodine). Run in O (water), CO (methanol). Run at time 12 hour. The product is ClC=1C(=C(N(C1Cl)CC#CI)C1=CC(=C(C=C1)Cl)Cl)C#N (4,5-Dichloro-2-(3,4-dichlorophenyl)-1-(3-iodo-2-propynyl)-pyrrole-3-carbonitrile). As a reaction SMILES: [Cl:1][C:2]1[C:3]([C:19]#[N:20])=[C:4]([C:11]2[CH:16]=[CH:15][C:14]([Cl:17])=[C:13]([Cl:18])[CH:12]=2)[N:5]([CH2:8][C:9]#[CH:10])[C:6]=1[Cl:7].[OH-].[Na+].[I:23]I>CO.O>[Cl:1][C:2]1[C:3]([C:19]#[N:20])=[C:4]([C:11]2[CH:16]=[CH:15][C:14]([Cl:17])=[C:13]([Cl:18])[CH:12]=2)[N:5]([CH2:8][C:9]#[C:10][I:23])[C:6]=1[Cl:7] |f:1.2|. Procedure: To a stirred mixture of 1.91 g (5.5 mmol) of 4,5-dichloro-2-(3,4-dichlorophenyl)-1-(2-propynyl)pyrrole-3-carbonitrile in 500 mL of methanol is added 69 mL of 10% aqueous sodium hydroxide and then 0.70 g (2.7 mmol) of iodine. The mixture is stirred for 12 hours and then acidified and diluted with 200 mL of water. The precipitated solids are collected and recrystallized from methanol to afford 0.51 g while crystals, m.p. 115°-116° C. Reactants: O (water), C(C=C)N1C(NC=2C3=C(CC4(CCCCC4)C2C1=O)C=CC=C3)=S (3-allyl-2-thioxo-2,3-dihydro-1H-spiro[benzo[h]quinazoline-5,1′-cyclohexan]-4(6H)-one), COC=1C=C(CBr)C=CC1 (3-methoxybenzyl bromide), [OH-].[K+] (potassium hydroxide). Run in C(C)O (Ethanol). Yields the product C(C=C)N1C(=NC=2C3=C(CC4(CCCCC4)C2C1=O)C=CC=C3)SCC3=CC(=CC=C3)OC (3-allyl-2-(3-methoxybenzylthio)-3H-spiro[benzo[h]quinazoline-5,1′-cyclohexan]-4(6H)-one). RXN SMILES: [CH2:1]([N:4]1[C:18](=[O:19])[C:17]2[C:11]3([CH2:16][CH2:15][CH2:14][CH2:13][CH2:12]3)[CH2:10][C:9]3[CH:20]=[CH:21][CH:22]=[CH:23][C:8]=3[C:7]=2[NH:6][C:5]1=[S:24])[CH:2]=[CH2:3].[CH3:25][O:26][C:27]1[CH:28]=[C:29]([CH:32]=[CH:33][CH:34]=1)[CH2:30]Br.[OH-].[K+].O>C(O)C>[CH2:1]([N:4]1[C:18](=[O:19])[C:17]2[C:11]3([CH2:12][CH2:13][CH2:14][CH2:15][CH2:16]3)[CH2:10][C:9]3[CH:20]=[CH:21][CH:22]=[CH:23][C:8]=3[C:7]=2[N:6]=[C:5]1[S:24][CH2:30][C:29]1[CH:32]=[CH:33][CH:34]=[C:27]([O:26][CH3:25])[CH:28]=1)[CH:2]=[CH2:3] |f:2.3|. Procedure details: A mixture of 3-allyl-2-thioxo-2,3-dihydro-1H-spiro[benzo[h]quinazoline-5,1′-cyclohexan]-4(6H)-one (5, 0.075 g, 0.222 mmol), 3-methoxybenzyl bromide (0.034 ml, 0.244 mmol), potassium hydroxide (0.019 g, 0.332 mmol) in Ethanol (1.303 ml) was refluxed overnight. To the cooled solution, water (1 ml) was added and the product was extracted with 10% MeOH in EtOAc, dried over sodium sulfate, and concentrated. The title compound was purified by flash column chromatography, eluting with 0 to 5% EtOAc in ...